describe an organic reaction: reactants, conditions, products, and yield From a dataset of the Open Reaction Database (ORD), a public repository of structured organic reaction records. Starting materials: O=C([O-])O, COc1ccc(-c2nsc(SN)n2)cc1, COCCOC, O=C(OO)c1cccc(Cl)c1, [Na+]. Product: COc1ccc(-c2nsc(S(N)=O)n2)cc1. As a reaction SMILES: [C:27](=[O:28])([OH:29])[O-:30].[CH3:12][O:13][c:14]1[cH:15][cH:16][c:17](-[c:20]2[n:21][s:22][c:23]([S:25][NH2:26])[n:24]2)[cH:18][cH:19]1.[CH3:32][O:33][CH2:34][CH2:35][O:36][CH3:37].[Cl:1][c:2]1[cH:3][c:4]([C:9](=[O:6])[O:10][OH:11])[cH:5][cH:7][cH:8]1.[Na+:31]>>[O:6]=[S:25]([c:23]1[s:22][n:21][c:20](-[c:17]2[cH:16][cH:15][c:14]([O:13][CH3:12])[cH:19][cH:18]2)[n:24]1)[NH2:26].